Dataset: the Open Reaction Database (ORD), a public repository of structured organic reaction records. Task: describe an organic reaction: reactants, conditions, products, and yield Reaction conditions: temperature 80 celsius. Reactants: FC1(CNCCC1)C#N (3-fluoropiperidine-3-carbonitrile), C(=O)(C(F)(F)F)O (TFA), C([O-])([O-])=O.[Cs+].[Cs+] (cesium carbonate), O1C(C1)C1=CC=C(C=C1)C1=NOC(=N1)C1=C(C(=NO1)C1=CC=CC=C1)C(F)(F)F (3-(4-(oxiran-2-yl)phenyl)-5-(3-phenyl-4-(trifluoromethyl)isoxazol-5-yl)-1,2,4-oxadiazole), 28C. Procedure: To a mixture of 3-fluoropiperidine-3-carbonitrile, TFA (55 mg, 0.227 mmol), and cesium carbonate (122 mg, 0.376 mmol) in 2-propanol (2 mL) and DMSO (0.5 mL) was added 3-(4-(oxiran-2-yl)phenyl)-5-(3-phenyl-4-(trifluoromethyl)isoxazol-5-yl)-1,2,4-oxadiazole, Preparation 28C (30 mg, 0.075 mmol). The reaction mixture was heated at 80° C. over a weekend. The reaction mixture was purified by HPLC. The purified product was lyophilized and then was dissolved in MeCN/6N HCl and heated at 50° C. overnight... Yields the product FC1(CN(CCC1)CC(C1=CC=C(C=C1)C1=NOC(=N1)C1=C(C(=NO1)C1=CC=CC=C1)C(F)(F)F)O)C(=O)O (3-fluoro-1-(2-hydroxy-2-(4-(5-(3-phenyl-4-(trifluoromethyl)isoxazol-5-yl)-1,2,4-oxadiazol-3-yl)phenyl)ethyl)piperidine-3-carboxylic acid). The solvent is CC(C)O (2-propanol), CS(=O)C (DMSO). As a reaction SMILES: [F:1][C:2]1(C#N)[CH2:7][CH2:6][CH2:5][NH:4][CH2:3]1.C(O)(C(F)(F)F)=O.[C:17](=[O:20])([O-])[O-:18].[Cs+].[Cs+].[O:23]1[CH2:25][CH:24]1[C:26]1[CH:31]=[CH:30][C:29]([C:32]2[N:36]=[C:35]([C:37]3[O:41][N:40]=[C:39]([C:42]4[CH:47]=[CH:46][CH:45]=[CH:44][CH:43]=4)[C:38]=3[C:48]([F:51])([F:50])[F:49])[O:34][N:33]=2)=[CH:28][CH:27]=1>CC(O)C.CS(C)=O>[F:1][C:2]1([C:17]([OH:18])=[O:20])[CH2:7][CH2:6][CH2:5][N:4]([CH2:25][CH:24]([OH:23])[C:26]2[CH:31]=[CH:30][C:29]([C:32]3[N:36]=[C:35]([C:37]4[O:41][N:40]=[C:39]([C:42]5[CH:47]=[CH:46][CH:45]=[CH:44][CH:43]=5)[C:38]=4[C:48]([F:51])([F:50])[F:49])[O:34][N:33]=3)=[CH:28][CH:27]=2)[CH2:3]1 |f:2.3.4|. Starting materials: NCCS, O=C1CCC(=O)O1, O, [Zn]. Yields the product O=C(O)CCC(=O)NCCS. Reaction SMILES: [NH2:1][CH2:2][CH2:3][SH:4].[O:5]=[C:6]1[CH2:7][CH2:8][C:9](=[O:10])[O:11]1.[OH2:12].[Zn:13]>>[NH:1]([CH2:2][CH2:3][SH:4])[C:9]([CH2:8][CH2:7][C:6](=[O:5])[OH:11])=[O:10]. Starting materials: O[C@H]1C[C@H](C1)C(=O)OCC (cis-ethyl 3-hydroxycyclobutanecarboxylate), C(=O)([O-])[O-].[K+].[K+] (K2CO3), BrCC1=CC=C(C#N)C=C1 (4-(bromomethyl)benzonitrile). The solvent is CN(C)C=O (DMF). The yield is 93.2%. Conditions: temperature 25 celsius, time 16 hour. Reaction SMILES: [OH:1][C@@H:2]1[CH2:5][C@H:4]([C:6]([O:8][CH2:9][CH3:10])=[O:7])[CH2:3]1.C([O-])([O-])=O.[K+].[K+].Br[CH2:18][C:19]1[CH:26]=[CH:25][C:22]([C:23]#[N:24])=[CH:21][CH:20]=1>CN(C=O)C>[C:23]([C:22]1[CH:25]=[CH:26][C:19]([CH2:18][O:1][C@@H:2]2[CH2:5][C@H:4]([C:6]([O:8][CH2:9][CH3:10])=[O:7])[CH2:3]2)=[CH:20][CH:21]=1)#[N:24] |f:1.2.3|. Product: C(#N)C1=CC=C(CO[C@H]2C[C@H](C2)C(=O)OCC)C=C1 (cis-ethyl 3-(4-cyanobenzyloxy)-cyclobutanecarboxylate). Procedure: To a solution of cis-ethyl 3-hydroxycyclobutanecarboxylate (0.17 g, 1.2 mmol) in DMF (4 mL) was added K2CO3 (0.24 g, 1.8 mmol) followed by 4-(bromomethyl)benzonitrile (0.28 g, 1.4 mmol). The reaction was stirred at about 25° C. for about 16 h. The reaction was partitioned between EtOAc (50 mL) and brine (50 mL). The layers were separated and the organic layer was washed with additional brine (50 mL). The organic layer was then dried over anhydrous Na2SO4, filtered, and concd in vacuo to give cis... Reactants: CCCCC(C)CCCCCCO, C[O-], ClC(Cl)Cl, O=S(=O)(O)Cl, Cl, [Na+]. Product: CCCCC(C)CCCCC=CO. Reaction SMILES: [CH3:1][CH:2]([CH2:3][CH2:4][CH2:5][CH2:6][CH2:7][CH2:8][OH:9])[CH2:10][CH2:11][CH2:12][CH3:13].[CH3:20][O-:21].[CH:23]([Cl:24])([Cl:25])[Cl:26].[Cl:14][S:15]([OH:16])(=[O:17])=[O:18].[ClH:19].[Na+:22]>>[CH3:1][CH:2]([CH2:3][CH2:4][CH2:5][CH2:6][CH:7]=[CH:8][OH:9])[CH2:10][CH2:11][CH2:12][CH3:13]. The reactants are O=C([O-])[O-], CC#N, ClCBr, [Cs+], [Cs+], O=Cc1cccc(O)c1O. Product: O=Cc1cccc2c1OCO2. Reaction SMILES: [C:11](=[O:12])([O-:13])[O-:14].[CH3:20][C:21]#[N:22].[Cl:17][CH2:18][Br:19].[Cs+:15].[Cs+:16].[OH:1][c:2]1[c:3]([CH:4]=[O:5])[cH:6][cH:7][cH:8][c:9]1[OH:10]>>[O:1]1[c:2]2[c:3]([CH:4]=[O:5])[cH:6][cH:7][cH:8][c:9]2[O:10][CH2:11]1.